describe an organic reaction: reactants, conditions, products, and yield From a dataset of the Open Reaction Database (ORD), a public repository of structured organic reaction records. Reported procedure: A yellow, homogeneous solution of 7-(2-methoxyethoxy)-1-(2-methyl-3-nitrophenyl)-3H-pyridazino[4,5-b]indol-4(5H)-one (0.2510 g, 0.636 mmol) in phosphoryl trichloride (20 mL, 0.636 mmol) under nitrogen was heated at 100° C. After 1 h, the reaction was cooled to room temperature and concentrated in vacuo. The residue was dissolved in cold EtOAc (250 mL) and was with ice-cold water (40 mL), ice-cold saturated aqueous NaHCO3 (40 mL), ice-cold water (40 mL) and ice-cold brine (40 mL), successively. T... Conditions: time 1 hour. Reactants: COCCOC=1C=CC=2C3=C(NC2C1)C(NN=C3C3=C(C(=CC=C3)[N+](=O)[O-])C)=O (7-(2-methoxyethoxy)-1-(2-methyl-3-nitrophenyl)-3H-pyridazino[4,5-b]indol-4(5H)-one), P(=O)(Cl)(Cl)Cl (phosphoryl trichloride). Yield: 80.5%. Yields the product ClC1=NN=C(C2=C1NC=1C=C(C=CC21)OCCOC)C2=C(C(=CC=C2)[N+](=O)[O-])C (4-Chloro-7-(2-methoxyethoxy)-1-(2-methyl-3-nitrophenyl)-5H-pyridazino[4,5-b]indole). Reaction SMILES: [CH3:1][O:2][CH2:3][CH2:4][O:5][C:6]1[CH:7]=[CH:8][C:9]2[C:10]3[C:18]([C:19]4[CH:24]=[CH:23][CH:22]=[C:21]([N+:25]([O-:27])=[O:26])[C:20]=4[CH3:28])=[N:17][NH:16][C:15](=O)[C:11]=3[NH:12][C:13]=2[CH:14]=1.P(Cl)(Cl)([Cl:32])=O>>[Cl:32][C:15]1[C:11]2[NH:12][C:13]3[CH:14]=[C:6]([O:5][CH2:4][CH2:3][O:2][CH3:1])[CH:7]=[CH:8][C:9]=3[C:10]=2[C:18]([C:19]2[CH:24]=[CH:23][CH:22]=[C:21]([N+:25]([O-:27])=[O:26])[C:20]=2[CH3:28])=[N:17][N:16]=1.